Dataset: the Open Reaction Database (ORD), a public repository of structured organic reaction records. Task: describe an organic reaction: reactants, conditions, products, and yield The reactants are FC(C(C(=O)O)(O)C(F)(F)F)(F)F (2,2-bis-trifluoromethyl 2-hydroxyacetic acid), 1', 1'-carbonyldiimidazole, NC1=CC=C(C(=O)C2=CC=CC=C2)C=C1 (4-aminobenzophenone), C(=O)=O (carbon dioxide). The solvent is O1CCCC1 (Tetrahydrofuran). Reaction conditions: temperature 23 celsius, time 1.5 hour. The product is C1(=CC=CC=C1)C(=O)C1=CC=C(C=C1)NC(C(C(F)(F)F)(C(F)(F)F)O)=O (N-[4-(Phenylcarbonyl)phenyl]-3,3,3-trifluoro-2-hydroxy-2-trifluoromethyl-propanamide). Reaction SMILES: [F:1][C:2]([F:13])([F:12])[C:3]([C:8]([F:11])([F:10])[F:9])([OH:7])[C:4](O)=[O:5].C(=O)=O.[NH2:17][C:18]1[CH:31]=[CH:30][C:21]([C:22]([C:24]2[CH:29]=[CH:28][CH:27]=[CH:26][CH:25]=2)=[O:23])=[CH:20][CH:19]=1>O1CCCC1>[C:24]1([C:22]([C:21]2[CH:20]=[CH:19][C:18]([NH:17][C:4](=[O:5])[C:3]([OH:7])([C:8]([F:11])([F:10])[F:9])[C:2]([F:13])([F:12])[F:1])=[CH:31][CH:30]=2)=[O:23])[CH:25]=[CH:26][CH:27]=[CH:28][CH:29]=1. Reported procedure: Tetrahydrofuran (35 ml,dry) was added to a mixture of 2,2-bis-trifluoromethyl 2-hydroxyacetic acid (1.08 g,5.1 mmol) and 1', 1'-carbonyldiimidazole (0.83 g, 5.1 mmol), while under a nitrogen atmosphere. There was an immediate evolution of carbon dioxide. The reaction was refluxed for 0.5 hrs and cooled to 23° C. The reaction was treated with 4-aminobenzophenone (1.01 g, 5.1 mmol), stirred at 23° C. for 1.5 hrs, and then at reflux 18 hrs. The reaction was evaporated to a yellow oil-solid mixture....